Dataset: the Open Reaction Database (ORD), a public repository of structured organic reaction records. Task: describe an organic reaction: reactants, conditions, products, and yield Starting materials: Brc1ccc2[nH]ccc2c1, ClCCl, [Cl-], [Cl-], [Cl-], [Cl-], O, [Ti+4], O=C(CCc1ccccc1)n1nnc2ccccc21. The product is O=C(CCc1ccccc1)c1c[nH]c2ccc(Br)cc12. As a reaction SMILES: [Br:1][c:2]1[cH:3][c:4]2[cH:5][cH:6][nH:7][c:8]2[cH:9][cH:10]1.[CH2:31]([Cl:32])[Cl:33].[Cl-:34].[Cl-:36].[Cl-:37].[Cl-:38].[OH2:30].[Ti+4:35].[c:11]1([CH2:17][CH2:18][C:19](=[O:20])[n:21]2[c:22]3[cH:23][cH:24][cH:25][cH:26][c:27]3[n:28][n:29]2)[cH:12][cH:13][cH:14][cH:15][cH:16]1>>[Br:1][c:2]1[cH:3][c:4]2[c:5]([C:19]([CH2:18][CH2:17][c:11]3[cH:12][cH:13][cH:14][cH:15][cH:16]3)=[O:20])[cH:6][nH:7][c:8]2[cH:9][cH:10]1. The reactants are O[C@H](C(=S)OCCCC)[C@@H](C)C1=CC=CC=C1 (n-Butyl(S)-2-hydroxy-(S)-3-phenylthiobutyrate), C(C)O (ethanol), C(C)O (ethanol). The reagents and catalysts are [Ni] (Raney nickel). Run at temperature 80 celsius, time 10 hour. The product is O[C@H](C(=O)OCCCC)CC (n-butyl(S)-2-hydroxybutyrate). The yield is 100.0%. As a reaction SMILES: [OH:1][C@@H:2]([C@H:10]([C:12]1C=CC=CC=1)C)[C:3]([O:5][CH2:6][CH2:7][CH2:8][CH3:9])=S.C([OH:20])C>[Ni]>[OH:1][C@@H:2]([CH2:10][CH3:12])[C:3]([O:5][CH2:6][CH2:7][CH2:8][CH3:9])=[O:20]. Procedure: n-Butyl(S)-2-hydroxy-(S)-3-phenylthiobutyrate (60 mg) was dissolved in ethanol (2.0 mL). Celite (240 mg) and an ethanol solution (3.0 mL) of Raney nickel (360 mg) were sequentially added at room temperature to the solution, and the mixture was stirred at 80° C. for 10 hours. The reaction mixture was filtered through Celite, and the filtrate was added to water (20 mL), followed by extraction with diethyl ether (20 mL×3). The organic layers were combined, and the combined organic layer was dried o... Starting materials: ClCCCCNC1=C(C=NC2=CC=CC=C12)N (N4-(4-chlorobutyl)quinoline-3,4-diamine), C(CCCC)(OC)(OC)OC (trimethyl orthovalerate). The reagents and catalysts are Cl.N1=CC=CC=C1 (pyridine hydrochloride). Product: C(CCC)C=1N(C2=C(C=NC=3C=CC=CC23)N1)CCCCCl (2-butyl-1-(4-chlorobutyl)-1H-imidazo[4,5-c]quinoline). The yield is 79.2%. RXN SMILES: [Cl:1][CH2:2][CH2:3][CH2:4][CH2:5][NH:6][C:7]1[C:16]2[C:11](=[CH:12][CH:13]=[CH:14][CH:15]=2)[N:10]=[CH:9][C:8]=1[NH2:17].[C:18](OC)(OC)(OC)[CH2:19][CH2:20][CH2:21][CH3:22]>Cl.N1C=CC=CC=1>[CH2:19]([C:18]1[N:6]([CH2:5][CH2:4][CH2:3][CH2:2][Cl:1])[C:7]2[C:16]3[CH:15]=[CH:14][CH:13]=[CH:12][C:11]=3[N:10]=[CH:9][C:8]=2[N:17]=1)[CH2:20][CH2:21][CH3:22] |f:2.3|. Reported procedure: Using the general method of Example 1 Part D, N4-(4-chlorobutyl)quinoline-3,4-diamine (119.1 g, 0.48 mole) was cyclized using trimethyl orthovalerate (93 g, 0.57 mol) in the presence of pyridine hydrochloride (1.1 g, 0.0095 mol) to provide 120 g of 2-butyl-1-(4-chlorobutyl)-1H-imidazo[4,5-c]quinoline as an ivory powder. Reactants: C(C)(C)N (isopropylamine), [Li]CCCC (BuLi), C1(=CC=CC=C1)CCCCC=O (5-phenylpentanal), C(CC(C)C)(=O)OC (methyl isovalerate). Run in C1CCOC1 (THF), hexanes, C1CCOC1 (THF). Run at temperature -78 celsius, time 1 hour. The product is OC(CC(=O)OC)(CCCCC1=CC=CC=C1)C(C)C (methyl 3-hydroxy-3-isopropyl-7-phenylheptanoate). RXN SMILES: [CH:1](N)([CH3:3])[CH3:2].[Li]CCCC.[C:10]([O:16][CH3:17])(=[O:15])[CH2:11]C(C)C.[C:18]1([CH2:24][CH2:25][CH2:26][CH2:27][CH:28]=[O:29])[CH:23]=[CH:22][CH:21]=[CH:20][CH:19]=1>C1COCC1>[OH:29][C:28]([CH:1]([CH3:3])[CH3:2])([CH2:27][CH2:26][CH2:25][CH2:24][C:18]1[CH:23]=[CH:22][CH:21]=[CH:20][CH:19]=1)[CH2:11][C:10]([O:16][CH3:17])=[O:15]. Reported procedure: To a solution of 2.4 mL (18.49 mmol, 1.5 eq) of isopropylamine in 50 mL of dry THF at -78° C. under argon is added 9.3 mL (14.8 mmol, 1.2 eq) of 1.6 M BuLi in hexanes solution. This is stirred at -78° C. for 1 hour at which time 1.8 mL (13.56 mmol, 1.1 eq) of methyl isovalerate is added dropwise. This mixture is stirred at -78° C. for 1.5 hours at which time 2 g (12.33 mmol) of 5-phenylpentanal in 10 mL of dry THF is added dropwise. This is stirred at -78° C. for 1 hour, then allowed to warm slo... Reactants: CC(=O)Oc1cc(C(=O)Nc2ccc(-n3ccnc3)c(C(F)(F)F)c2)ccc1F, O=C([O-])[O-], CO, CC(C)=O, CON(C)C(=O)CCl, [Cs+], [Cs+]. Product: CON(C)C(=O)COc1cc(C(=O)Nc2ccc(-n3ccnc3)c(C(F)(F)F)c2)ccc1F. RXN SMILES: [C:1](=[O:2])([CH3:3])[O:4][c:5]1[cH:6][c:7]([C:8](=[O:9])[NH:10][c:11]2[cH:12][c:13]([C:22]([F:23])([F:24])[F:25])[c:14](-[n:17]3[cH:18][n:19][cH:20][cH:21]3)[cH:15][cH:16]2)[cH:26][cH:27][c:28]1[F:29].[C:32](=[O:33])([O-:34])[O-:35].[CH3:30][OH:31].[CH3:46][C:47](=[O:48])[CH3:49].[Cl:38][CH2:39][C:40](=[O:41])[N:42]([CH3:43])[O:44][CH3:45].[Cs+:36].[Cs+:37]>>[O:4]([c:5]1[cH:6][c:7]([C:8](=[O:9])[NH:10][c:11]2[cH:12][c:13]([C:22]([F:23])([F:24])[F:25])[c:14](-[n:17]3[cH:18][n:19][cH:20][cH:21]3)[cH:15][cH:16]2)[cH:26][cH:27][c:28]1[F:29])[CH2:39][C:40](=[O:41])[N:42]([CH3:43])[O:44][CH3:45]. Reactants: Cc1[nH]c(=O)[nH]c(=O)c1Br, O=C([O-])[O-], CS(C)=O, Clc1ccc(N2CCNCC2)cc1, [F-], [K+], [K+], [K+], O, O, O. The product is Cc1[nH]c(=O)[nH]c(=O)c1N1CCN(c2ccc(Cl)cc2)CC1. Reaction SMILES: [Br:1][c:2]1[c:3](=[O:10])[nH:4][c:5](=[O:9])[nH:6][c:7]1[CH3:8].[C:28](=[O:29])([O-:30])[O-:31].[CH3:34][S:35]([CH3:36])=[O:37].[Cl:11][c:12]1[cH:13][cH:14][c:15]([N:18]2[CH2:19][CH2:20][NH:21][CH2:22][CH2:23]2)[cH:16][cH:17]1.[F-:26].[K+:27].[K+:32].[K+:33].[OH2:24].[OH2:25].[OH2:38]>>[c:2]1([N:21]2[CH2:20][CH2:19][N:18]([c:15]3[cH:14][cH:13][c:12]([Cl:11])[cH:17][cH:16]3)[CH2:23][CH2:22]2)[c:3](=[O:10])[nH:4][c:5](=[O:9])[nH:6][c:7]1[CH3:8]. Product: BrC(C(=O)Cl)CCCCCCCCCCCCCC(C)C (2-bromoisooctadecanoyl chloride). Procedure details: Isooctadecanoyl chloride prepared as described in Example 5 (20.2 g) was stirred and heated to 100° and illuminated with a tungsten lamp (100 watts) whilst bromine (10.7 g) was added dropwise during 1.5 hours. Heating and stirring under illumination were continued and further additions of bromine were made until after 10 hours and the addition of a further 6 g of bromine, 95% of the starting material was shown by gas chromatography to be completely reacted. Excess bromine and hydrobromic acid we... As a reaction SMILES: [C:1]([Cl:20])(=[O:19])[CH2:2][CH2:3][CH2:4][CH2:5][CH2:6][CH2:7][CH2:8][CH2:9][CH2:10][CH2:11][CH2:12][CH2:13][CH2:14][CH2:15][CH:16]([CH3:18])[CH3:17].[Br:21]Br>>[Br:21][CH:2]([CH2:3][CH2:4][CH2:5][CH2:6][CH2:7][CH2:8][CH2:9][CH2:10][CH2:11][CH2:12][CH2:13][CH2:14][CH2:15][CH:16]([CH3:17])[CH3:18])[C:1]([Cl:20])=[O:19]. The reactants are C(CCCCCCCCCCCCCCC(C)C)(=O)Cl (Isooctadecanoyl chloride), BrBr (bromine), BrBr (bromine), starting material, Example 5, BrBr (bromine).